Dataset: the Open Reaction Database (ORD), a public repository of structured organic reaction records. Task: describe an organic reaction: reactants, conditions, products, and yield Reactants: CCOC(=O)C1CC2(CCC2)ON1C(=O)C(NC(=O)OC)C(C)C, CCO, [Li+], [OH-]. The product is COC(=O)NC(C(=O)N1OC2(CCC2)CC1C(=O)O)C(C)C. Reaction SMILES: [CH2:1]([CH3:2])[O:3][C:4](=[O:5])[CH:6]1[N:7]([C:14]([CH:15]([CH:16]([CH3:17])[CH3:18])[NH:19][C:20](=[O:21])[O:22][CH3:23])=[O:24])[O:8][C:9]2([CH2:10][CH2:11][CH2:12]2)[CH2:13]1.[CH3:27][CH2:28][OH:29].[Li+:25].[OH-:26]>>[O:3]=[C:4]([OH:5])[CH:6]1[N:7]([C:14]([CH:15]([CH:16]([CH3:17])[CH3:18])[NH:19][C:20](=[O:21])[O:22][CH3:23])=[O:24])[O:8][C:9]2([CH2:10][CH2:11][CH2:12]2)[CH2:13]1. Starting materials: C(C)OC(C1=CC=C(C=C1)C(CN1C(=NC(C1=O)(C1=CC=CC=C1)C1=CC=CC=C1)C)=O)=O (4-[2-(2-Methyl-5-oxo-4,4-diphenyl4,5-dihydro-imidazol-1-yl)-acetyl]-benzoic acid ethyl ester), [Li+].[OH-] (LiOH). Solvent: O1CCOCC1 (dioxane). Run at time 12 hour. Yields the product C(C1=CC=CC=C1)(=O)O (benzoic acid). Yield: 296.8%. RXN SMILES: C([O:3][C:4](=[O:33])[C:5]1[CH:10]=[CH:9][C:8](C(=O)CN2C(=O)C(C3C=CC=CC=3)(C3C=CC=CC=3)N=C2C)=[CH:7][CH:6]=1)C.[Li+].[OH-]>O1CCOCC1>[C:4]([OH:33])(=[O:3])[C:5]1[CH:10]=[CH:9][CH:8]=[CH:7][CH:6]=1 |f:1.2|. Procedure details: 4-[2-(2-Methyl-5-oxo-4,4-diphenyl4,5-dihydro-imidazol-1-yl)-acetyl]-benzoic acid ethyl ester (540 mg, 1.2 mmol) is dissolved in 12 mL dioxane and an aqueous 2 Molar LiOH solution (920 uL, 1.8 mmol) is added drop wise. The reaction mixture is stirred at room temperature for 12 hours. Subsequently the mixture is evaporated and the residue taken up in water. The mixture is stirred and concentrated hydrochloric acid is added drop wise until a pH of 2 is reached. The precipitating crystals are filter... Starting materials: O=C(Cl)C1CCCC1, CCN(C(C)C)C(C)C, ClCCl, [K+], CCOC(=O)C(Nc1ccc(C#N)cc1)c1cc(N)cc(CC)c1, O=S(=O)([O-])O. Product: CCOC(=O)C(Nc1ccc(C#N)cc1)c1cc(CC)cc(NC(=O)C2CCCC2)c1. As a reaction SMILES: [CH:1]1([C:6](=[O:7])[Cl:8])[CH2:2][CH2:3][CH2:4][CH2:5]1.[CH:33]([N:34]([CH:35]([CH3:36])[CH3:37])[CH2:38][CH3:39])([CH3:40])[CH3:41].[Cl:48][CH2:49][Cl:50].[K+:47].[NH2:9][c:10]1[cH:11][c:12]([CH:18]([C:19](=[O:20])[O:21][CH2:22][CH3:23])[NH:24][c:25]2[cH:26][cH:27][c:28]([C:31]#[N:32])[cH:29][cH:30]2)[cH:13][c:14]([CH2:16][CH3:17])[cH:15]1.[S:42](=[O:43])(=[O:44])([OH:45])[O-:46]>>[CH:1]1([C:6](=[O:7])[NH:9][c:10]2[cH:11][c:12]([CH:18]([C:19](=[O:20])[O:21][CH2:22][CH3:23])[NH:24][c:25]3[cH:26][cH:27][c:28]([C:31]#[N:32])[cH:29][cH:30]3)[cH:13][c:14]([CH2:16][CH3:17])[cH:15]2)[CH2:2][CH2:3][CH2:4][CH2:5]1. The reactants are O(C1=CC=CC=C1)C1=CC(CCC1)=O (3-phenoxy-cyclohex-2-enone), solution, C[Si](C)(C)[N-][Si](C)(C)C.[Li+] (lithium bis(trimethylsilyl)amide), C(C=CC1=CC=CC=C1)(=O)Cl (cinnamoyl chloride), Cl (HCl). Run in C1CCOC1 (THF), C1CCOC1 (THF). Run at time 15 minute. Yields the product hexanes ethyl acetate, O(C1=CC=CC=C1)C1=CC(C(CC1)C(C=CC1=CC=CC=C1)=O)=O (3-phenoxy-6-(3-phenyl-acryloyl)-cyclohex-2-enone). Isolated yield 43.2%. Reaction SMILES: [O:1]([C:8]1[CH2:13][CH2:12][CH2:11][C:10](=[O:14])[CH:9]=1)[C:2]1[CH:7]=[CH:6][CH:5]=[CH:4][CH:3]=1.C[Si]([N-][Si](C)(C)C)(C)C.[Li+].[C:25](Cl)(=[O:34])[CH:26]=[CH:27][C:28]1[CH:33]=[CH:32][CH:31]=[CH:30][CH:29]=1.Cl>C1COCC1>[O:1]([C:8]1[CH2:13][CH2:12][CH:11]([C:25](=[O:34])[CH:26]=[CH:27][C:28]2[CH:33]=[CH:32][CH:31]=[CH:30][CH:29]=2)[C:10](=[O:14])[CH:9]=1)[C:2]1[CH:7]=[CH:6][CH:5]=[CH:4][CH:3]=1 |f:1.2|. Procedure: A solution of 3-phenoxy-cyclohex-2-enone (301 mg, 1.6 mmol) in 1 mL of THF was added to a stirred solution of 1.0 M solution of lithium bis(trimethylsilyl)amide in THF (3.2 mL) at −78° C. After 15 min, cinnamoyl chloride (266 mg, 1.6 mmol) was added all at once. After 15 min, the reaction mixture was poured into 0.5 N HCl and extracted with EtOAc (2×). The combined organic layers were washed with saturated NaCl solution, dried (MgSO4), filtered, and concentrated under reduced pressure. Chromatog...